Task: describe an organic reaction: reactants, conditions, products, and yield. Dataset: the Open Reaction Database (ORD), a public repository of structured organic reaction records The reactants are C(C)(C)(C)OC(NC1C(N(CCC1)CC=1NC(=CN1)C1=CC=C(C=C1)C1=CC=C(C=C1)C=1NC(=NC1)C1N(CCC1)C(C(C(C)C)NC(=O)OC)=O)=O)=O ({1-[5-(4′-{2-[1-(2-methoxycarbonylamino-3-methyl-butyryl)-pyrrolidin-2-yl]-3H-imidazol-4-yl}-biphenyl-4-yl)-1H-imidazol-2-ylmethyl]-2-oxo-piperidin-3-yl}-carbamic acid tert-butyl ester), COC(NC(C(C)C)C(=O)N1C(CCC1)C=1NC(=CN1)C1=CC=C(C=C1)C1=CC=C(C=C1)C=1NC(=NC1)CN1C(C(CCC1)N)=O)=O ({1-[2-(5-{4′-[2-(3-amino-2-oxo-piperidin-1-ylmethyl)-3H-imidazol-4-yl]-biphenyl-4-yl}-1H-imidazol-2-yl)-pyrrolidine-1-carbonyl]-2-methyl-propyl}-carbamic acid methyl ester). As a reaction SMILES: [C:1]([O:5][C:6](=[O:54])[NH:7][CH:8]1[CH2:13][CH2:12][CH2:11][N:10]([CH2:14][C:15]2[NH:16][C:17]([C:20]3[CH:25]=[CH:24][C:23]([C:26]4[CH:31]=[CH:30][C:29]([C:32]5[NH:33][C:34]([CH:37]6[CH2:41][CH2:40][CH2:39][N:38]6[C:42](=[O:52])[CH:43]([NH:47][C:48]([O:50][CH3:51])=[O:49])[CH:44]([CH3:46])[CH3:45])=[N:35][CH:36]=5)=[CH:28][CH:27]=4)=[CH:22][CH:21]=3)=[CH:18][N:19]=2)[C:9]1=[O:53])(C)(C)C.COC(=O)N[CH:59](C(N1CCCC1C1NC(C2C=CC(C3C=CC(C4NC(CN5CCCC(N)C5=O)=NC=4)=CC=3)=CC=2)=CN=1)=O)[CH:60](C)C>>[CH3:1][O:5][C:6](=[O:54])[NH:7][CH:8]1[CH2:13][CH2:12][CH:11]2[N:10]([CH:14]([C:15]3[NH:16][C:17]([C:20]4[CH:21]=[CH:22][C:23]([C:26]5[CH:31]=[CH:30][C:29]([C:32]6[NH:33][C:34]([CH:37]7[CH2:41][CH2:40][CH2:39][N:38]7[C:42](=[O:52])[CH:43]([NH:47][C:48]([O:50][CH3:51])=[O:49])[CH:44]([CH3:45])[CH3:46])=[N:35][CH:36]=6)=[CH:28][CH:27]=5)=[CH:24][CH:25]=4)=[CH:18][N:19]=3)[CH2:59][CH2:60]2)[C:9]1=[O:53]. Yields the product COC(NC1C(N2C(CCC2CC1)C=1NC(=CN1)C1=CC=C(C=C1)C1=CC=C(C=C1)C=1NC(=NC1)C1N(CCC1)C(C(C(C)C)NC(=O)OC)=O)=O)=O ({3-[5-(4′-{2-[1-(2-Methoxycarbonylamino-3-methyl-butyryl)-pyrrolidin-2-yl]-3H-imidazol-4-yl}-biphenyl-4-yl)-1H-imidazol-2-yl]-5-oxo-octahydro-indolizin-6-yl}-carbamic acid methyl ester). Procedure details: {3-[5-(4′-{2-[1-(2-Methoxycarbonylamino-3-methyl-butyryl)-pyrrolidin-2-yl]-3H-imidazol-4-yl}-biphenyl-4-yl)-1H-imidazol-2-yl]-5-oxo-octahydro-indolizin-6-yl}-carbamic acid methyl ester was prepared following method 804 followed by method 805, substituting {3-[5-(4′-{2-[1-(2-methoxycarbonylamino-3-methyl-butyryl)-pyrrolidin-2-yl]-3H-imidazol-4-yl}-biphenyl-4-yl)-1H-imidazol-2-yl]-5-oxo-octahydro-indolizin-6-yl}-carbamic acid tert-butyl ester for {1-[5-(4′-{2-[1-(2-methoxycarbonylamino-3-methyl-bu... Reactants: BrC1C(C=2C(=C(SC2SCCC)C(=O)OCC)CC1)=O (ethyl 5-bromo-4,5,6,7-tetrahydro-4-oxo-3-propylthiobenzo[c]thiophene-1-carboxylate), C(C1=CC=CC=C1)(=S)N (thiobenzamide), C(C)O (ethanol). Solvent: O (water). Product: C1(=CC=CC=C1)C=1SC2=C(N1)C=1C(CC2)=C(SC1SCCC)C(=O)OCC (ethyl 4,5-dihydro-2-phenyl-8-propylthiothieno[3,4-e]benzothiazole-6-carboxylate). Yield: 34.9%. Reaction SMILES: Br[CH:2]1[CH2:19][CH2:18][C:5]2=[C:6]([C:13]([O:15][CH2:16][CH3:17])=[O:14])[S:7][C:8]([S:9][CH2:10][CH2:11][CH3:12])=[C:4]2[C:3]1=O.[C:21]([NH2:29])(=[S:28])[C:22]1[CH:27]=[CH:26][CH:25]=[CH:24][CH:23]=1.C(O)C>O>[C:22]1([C:21]2[S:28][C:2]3[CH2:19][CH2:18][C:5]4=[C:6]([C:13]([O:15][CH2:16][CH3:17])=[O:14])[S:7][C:8]([S:9][CH2:10][CH2:11][CH3:12])=[C:4]4[C:3]=3[N:29]=2)[CH:27]=[CH:26][CH:25]=[CH:24][CH:23]=1. Procedure: A mixture of ethyl 5-bromo-4,5,6,7-tetrahydro-4-oxo-3-propylthiobenzo[c]thiophene-1-carboxylate (9.43 g), thiobenzamide (6.86 g) and ethanol (190 ml) was refluxed under heating for 4 hours, after which it was poured over water (600 ml) and extracted with ethyl acetate. The organic layer was washed with water and dried (MgSO4), after which the solvent was distilled off. The residue was subjected to silica gel column chromatography and eluted with ethyl acetate-hexane (1:10, v/v) to yield ethyl 4,... The reactants are O (water), C(C)(=O)Cl (Acetyl chloride), CC1=C(C(=CC(=C1)O)C)C1CC(=C(C(C1)=O)C(CC)=O)O (5-(2,6-dimethyl-4-hydroxyphenyl)-3-hydroxy-2-propionylcyclohex-2-en-1-one), N1=CC=CC=C1 (pyridine). The solvent is ClCCl (dichloromethane), ClCCl (dichloromethane). Run at time 24 hour. The product is C(C)(=O)OC1=CC(=C(C(=C1)C)C1CC(=C(C(C1)=O)C(CC)=O)O)C (5-(4-acetyloxy-2,6-dimethylphenyl)-3-hydroxy-2-propionylcyclohex-2-en-1-one). Yield: 42.4%. As a reaction SMILES: [C:1](Cl)(=[O:3])[CH3:2].[CH3:5][C:6]1[CH:11]=[C:10]([OH:12])[CH:9]=[C:8]([CH3:13])[C:7]=1[CH:14]1[CH2:19][C:18](=[O:20])[C:17]([C:21](=[O:24])[CH2:22][CH3:23])=[C:16]([OH:25])[CH2:15]1.N1C=CC=CC=1.O>ClCCl>[C:1]([O:12][C:10]1[CH:11]=[C:6]([CH3:5])[C:7]([CH:14]2[CH2:15][C:16](=[O:25])[C:17]([C:21](=[O:24])[CH2:22][CH3:23])=[C:18]([OH:20])[CH2:19]2)=[C:8]([CH3:13])[CH:9]=1)(=[O:3])[CH3:2]. Reported procedure: Acetyl chloride (0.39 g; 4.9 mmole) in dichloromethane (5 ml) was added to a solution of 5-(2,6-dimethyl-4-hydroxyphenyl)-3-hydroxy-2-propionylcyclohex-2-en-1-one (1.29 g; 4.5 mmole) and pyridine (0.39 g; 4.9 mmole) in dichloromethane (100 ml) at room temperature. The mixture was stirred for 24 hours, then poured into water and extracted with dichloromethane. The organic extract was washed with water, dried over anhydrous sodium sulfate and evaporated under reduced pressure to give an oily resid... Reactants: C1CCOC1, C[Si](C)(C)O[Si](C)(C)C, O=c1[nH]nc2c(-c3ccc(Cl)cc3)c(-c3ccncc3)c(Cl)nn12, [K]. The product is O=c1[nH]n2c(=O)[nH]nc2c(-c2ccc(Cl)cc2)c1-c1ccncc1. Reaction SMILES: [CH2:35]1[O:36][CH2:37][CH2:38][CH2:39]1.[CH3:25][Si:26]([O:29][Si:27]([CH3:28])([CH3:30])[CH3:31])([CH3:32])[CH3:33].[Cl:1][c:2]1[c:3](-[c:19]2[cH:20][cH:21][n:22][cH:23][cH:24]2)[c:4](-[c:12]2[cH:13][cH:14][c:15]([Cl:18])[cH:16][cH:17]2)[c:5]2[n:6]([n:7]1)[c:8](=[O:11])[nH:9][n:10]2.[K:34]>>[c:2]1(=[O:29])[c:3](-[c:19]2[cH:20][cH:21][n:22][cH:23][cH:24]2)[c:4](-[c:12]2[cH:13][cH:14][c:15]([Cl:18])[cH:16][cH:17]2)[c:5]2[n:6]([nH:7]1)[c:8](=[O:11])[nH:9][n:10]2. Starting materials: FC=1C=C(COC2=CC=C(C=C2)N)C=CC1 (4-(3-fluoro-benzyloxy)-phenylamine), COC(C(C(=O)O)C)=O (2-methyl-malonic acid monomethyl ester). Run in ClCCl.CO (dichloromethane methanol). Yields the product COC(C(C(=O)NC1=CC=C(C=C1)OCC1=CC(=CC=C1)F)C)=O (N-[4-(3-Fluoro-benzyloxy)-phenyl]-2-methyl-malonamic acid methyl ester). Reaction SMILES: [F:1][C:2]1[CH:3]=[C:4]([CH:14]=[CH:15][CH:16]=1)[CH2:5][O:6][C:7]1[CH:12]=[CH:11][C:10]([NH2:13])=[CH:9][CH:8]=1.[CH3:17][O:18][C:19](=[O:25])[CH:20]([CH3:24])[C:21](O)=[O:22]>ClCCl.CO>[CH3:17][O:18][C:19](=[O:25])[CH:20]([CH3:24])[C:21]([NH:13][C:10]1[CH:11]=[CH:12][C:7]([O:6][CH2:5][C:4]2[CH:14]=[CH:15][CH:16]=[C:2]([F:1])[CH:3]=2)=[CH:8][CH:9]=1)=[O:22] |f:2.3|. Procedure: The title compound is prepared in analogy to example 2, starting from 4-(3-fluoro-benzyloxy)-phenylamine (as prepared in example 1b) and 2-methyl-malonic acid monomethyl ester (Nader et al., Chem. Ber. 1986, 119, 1196). Yield after flash-chromatography with dichloromethane/methanol 98:2: 40%. Colorless solid. Mp=119° C.